From a dataset of the Open Reaction Database (ORD), a public repository of structured organic reaction records. describe an organic reaction: reactants, conditions, products, and yield Reaction conditions: temperature 70 celsius, time 18 hour. Reaction SMILES: [CH3:1][C:2]([O:5][C:6]([N:8]1[C:12](=[O:13])[CH:11]=[CH:10][CH2:9]1)=[O:7])([CH3:4])[CH3:3].[CH3:14][O:15][c:16]1[c:21](Br)[cH:20][cH:19][cH:18][n:17]1>>[CH3:14][O:15][c:16]1[c:21]([C:10]([CH2:9][N:8]([C:6]([O:5][C:2]([CH3:4])([CH3:3])[CH3:1])=[O:7])[C:12]2=[O:13])=[CH:11]2)[cH:20][cH:19][cH:18][n:17]1. The reactants are c1(c(cccn1)Br)OC, N1(C(OC(C)(C)C)=O)C(C=CC1)=O. Solvent: CN(C)C=O  (DMF). The reagents and catalysts are [Li+].[Cl-] (LiCl), c1ccc(cc1)-c2c3ccccc3cc4ccccc24 (9-Phenylanthracene), CN(C1CCCCC1)C2CCCCC2   (Cy2NMe+LiCl), [Li+].[Cl-] (LiCl), P(C1CCCCC1)(C1CCCCC1)C1CCCCC1 (Pd(OAc)2/P(Cy)3), C(O[Pd]OC(C)=O)(C)=O (Pd(OAc)2). Product: COc1ncccc1C2=CC(=O)N(C2)C(=O)OC(C)(C)C. The reactants are N1N=CC=2CCNC3=C(C21)C=CC=C3 (1,4,5,6-tetrahydropyrazolo[4,3-d][1]benzazepine), [OH-].[Na+] (NaOH), C1(=CC=C(C=C1)C(=O)Cl)C1=CC=CC=C1 ([1,1'-biphenyl]-4-carbonyl chloride). Run in CO (methanol). Yields the product C1(=CC=C(C=C1)C(=O)N1CCC2=C(C3=C1C=CC=C3)NN=C2)C2=CC=CC=C2 (6-([1,1'-Biphenyl]-4-ylcarbonyl]-1,4,5,6-tetrahydropyrazolo[4,3-d][1]benzazepine). Reaction SMILES: [NH:1]1[C:10]2[C:9]3[CH:11]=[CH:12][CH:13]=[CH:14][C:8]=3[NH:7][CH2:6][CH2:5][C:4]=2[CH:3]=[N:2]1.[C:15]1([C:24]2[CH:29]=[CH:28][CH:27]=[CH:26][CH:25]=2)[CH:20]=[CH:19][C:18]([C:21](Cl)=[O:22])=[CH:17][CH:16]=1.[OH-].[Na+]>CO>[C:15]1([C:24]2[CH:25]=[CH:26][CH:27]=[CH:28][CH:29]=2)[CH:16]=[CH:17][C:18]([C:21]([N:7]2[C:8]3[CH:14]=[CH:13][CH:12]=[CH:11][C:9]=3[C:10]3[NH:1][N:2]=[CH:3][C:4]=3[CH2:5][CH2:6]2)=[O:22])=[CH:19][CH:20]=1 |f:2.3|. Procedure: As described for Example 26, 2 mmol of 1,4,5,6-tetrahydropyrazolo[4,3-d][1]benzazepine is reacted with 5 mmol of [1,1'-biphenyl]-4-carbonyl chloride. The product is stirred in methanol with 2N NaOH for 16 hours and the mixture concentrated and extracted with ethyl acetate. The extract is washed with 1M citric acid, NaHCO3, H2O, dried (Na2SO4) and the solvent removed to give the product of the example as a solid. Run in C(Cl)(Cl)Cl (CHCl3). Isolated yield 74.5%. Procedure: To a 17.2 gram of the crude (4,5-dihydro-6-thia-1,7a-diazainden-2-yl)methanol in 520 mL of CHCl3 was added activated MnO2 (88.0 g) under a nitrogen atmosphere at room temperature, and then refluxed for 2 h. The mixture was filtered through a pad of Celite and the filtrate was concentrated under reduced pressure. The residue was applied to silicagel column chromatography, and then the column was eluted with hexane-AcOEt (2:1). The titled compound was obtained as yellow crystals (13.0 g, 74.5%) Reactants: N1=C(C=C2CCSCN12)CO ((4,5-dihydro-6-thia-1,7a-diazainden-2-yl)methanol). Yields the product N1=C(C=C2CCSCN12)C=O (4,5-Dihydro-6-thia-1,7a-diazaindene-2-carbaldehyde), crystals. The reagents and catalysts are O=[Mn]=O (MnO2). RXN SMILES: [N:1]1[N:9]2[C:4]([CH2:5][CH2:6][S:7][CH2:8]2)=[CH:3][C:2]=1[CH2:10][OH:11]>C(Cl)(Cl)Cl.O=[Mn]=O>[N:1]1[N:9]2[C:4]([CH2:5][CH2:6][S:7][CH2:8]2)=[CH:3][C:2]=1[CH:10]=[O:11]. Reactants: C(C)OC(=O)C=1C=NC2=CC=CC=C2C1Cl (4-chloro-quinoline-3-carboxylic acid ethyl ester), N(N)C1=CC=C(C(=O)O)C=C1 (4-hydrazino-benzoic acid), CCCCCCC (heptane). Run in C(CCC)O (n-butanol). Run at temperature 60 celsius. The product is O=C1N(N=C2C1=CNC=1C=CC=CC21)C2=CC=C(C(=O)O)C=C2 (4-(3-oxo-3,5-dihydro-pyrazolo[4,3-c]quinolin-2-yl)-benzoic acid). The yield is 8.5%. As a reaction SMILES: C(O[C:4]([C:6]1[CH:7]=[N:8][C:9]2[C:14]([C:15]=1Cl)=[CH:13][CH:12]=[CH:11][CH:10]=2)=[O:5])C.[NH:17]([C:19]1[CH:27]=[CH:26][C:22]([C:23]([OH:25])=[O:24])=[CH:21][CH:20]=1)[NH2:18].CCCCCCC>C(O)CCC>[O:5]=[C:4]1[C:6]2=[CH:7][NH:8][C:9]3[CH:10]=[CH:11][CH:12]=[CH:13][C:14]=3[C:15]2=[N:18][N:17]1[C:19]1[CH:20]=[CH:21][C:22]([C:23]([OH:25])=[O:24])=[CH:26][CH:27]=1. Procedure: A solution of 4-chloro-quinoline-3-carboxylic acid ethyl ester (11.8 mg, 0.5 mmol) and 4-hydrazino-benzoic acid (7.6 mg, 0.5 mmol) in n-butanol (0.5 mL) was stirred at 115° C. over night in a sealed tube. After cooling to 50-70° C., heptane (1.0 mL) was added and the product was allowed to crystallize upon further cooling to room temperature. The solvent was removed and the product was washed with heptane and dried under vacuum to yield 4-(3-oxo-3,5-dihydro-pyrazolo[4,3-c]quinolin-2-yl)-benzoic ... Reactants: [Al+3], Cl, [H-], [H-], [H-], [H-], [Li+], Nc1ccc(Cl)c(C(=O)O)c1, C1CCOC1. Yields the product Nc1ccc(Cl)c(CO)c1. As a reaction SMILES: [Al+3:2].[ClH:18].[H-:1].[H-:4].[H-:5].[H-:6].[Li+:3].[NH2:7][c:8]1[cH:9][cH:10][c:11]([Cl:17])[c:12]([C:13](=[O:14])[OH:15])[cH:16]1.[O:19]1[CH2:20][CH2:21][CH2:22][CH2:23]1>>[NH2:7][c:8]1[cH:9][cH:10][c:11]([Cl:17])[c:12]([CH2:13][OH:14])[cH:16]1. Starting materials: N#CC1(c2ccccc2)CCC(O)(c2cccc(Br)c2)CC1, BrCC1CC1. Product: N#CC1(c2ccccc2)CCC(OCC2CC2)(c2cccc(Br)c2)CC1. As a reaction SMILES: [Br:1][c:2]1[cH:3][c:4]([C:8]2([OH:22])[CH2:9][CH2:10][C:11]([C:14]#[N:15])([c:16]3[cH:17][cH:18][cH:19][cH:20][cH:21]3)[CH2:12][CH2:13]2)[cH:5][cH:6][cH:7]1.[Br:23][CH2:24][CH:25]1[CH2:26][CH2:27]1>>[Br:1][c:2]1[cH:3][c:4]([C:8]2([O:22][CH2:24][CH:25]3[CH2:26][CH2:27]3)[CH2:9][CH2:10][C:11]([C:14]#[N:15])([c:16]3[cH:17][cH:18][cH:19][cH:20][cH:21]3)[CH2:12][CH2:13]2)[cH:5][cH:6][cH:7]1. Starting materials: O=C([O-])[O-], CC#CC(=O)OCC, Cc1nc2c(O)cccc2o1, [K+], [K+], C1CCOC1. The product is CCOC(=O)C=C(C)Oc1cccc2oc(C)nc12. RXN SMILES: [C:20](=[O:21])([O-:22])[O-:23].[CH2:12]([CH3:13])[O:14][C:15]([C:16]#[C:17][CH3:18])=[O:19].[CH3:1][c:2]1[o:3][c:4]2[c:5]([n:6]1)[c:7]([OH:11])[cH:8][cH:9][cH:10]2.[K+:24].[K+:25].[O:26]1[CH2:27][CH2:28][CH2:29][CH2:30]1>>[CH3:1][c:2]1[o:3][c:4]2[c:5]([n:6]1)[c:7]([O:11][C:17](=[CH:16][C:15]([O:14][CH2:12][CH3:13])=[O:19])[CH3:18])[cH:8][cH:9][cH:10]2. Reactants: ClCCCCC1(C(NC2=CC=C(C=C12)F)=O)CC (3-(4-chlorobutyl)-3-ethyl-5-fluoro-1,3-dihydro-2H-indol-2-one), ClC1=CC=C(C=C1)N1CCNCC1 (1-(4-chloro-phenyl)-piperazine). Yields the product ClC1=CC=C(C=C1)N1CCN(CC1)CCCCC1(C(NC2=CC=C(C=C12)F)=O)CC (3-{4-[4-(4-Chlorophenyl)-piperazin-1-yl]-butyl}-3-ethyl-5-fluoro-1,3-dihydro-2H-indol-2-one). As a reaction SMILES: Cl[CH2:2][CH2:3][CH2:4][CH2:5][C:6]1([CH2:17][CH3:18])[C:14]2[C:9](=[CH:10][CH:11]=[C:12]([F:15])[CH:13]=2)[NH:8][C:7]1=[O:16].[Cl:19][C:20]1[CH:25]=[CH:24][C:23]([N:26]2[CH2:31][CH2:30][NH:29][CH2:28][CH2:27]2)=[CH:22][CH:21]=1>>[Cl:19][C:20]1[CH:21]=[CH:22][C:23]([N:26]2[CH2:31][CH2:30][N:29]([CH2:2][CH2:3][CH2:4][CH2:5][C:6]3([CH2:17][CH3:18])[C:14]4[C:9](=[CH:10][CH:11]=[C:12]([F:15])[CH:13]=4)[NH:8][C:7]3=[O:16])[CH2:28][CH2:27]2)=[CH:24][CH:25]=1. Procedure: The title compound is prepared according to process H by applying processing method 1 starting from 3-(4-chlorobutyl)-3-ethyl-5-fluoro-1,3-dihydro-2H-indol-2-one and 1-(4-chloro-phenyl)-piperazine. The reactants are C[Al](C)C (trimethylaluminum), COC1=C(CN)C=CC(=C1)OC (2,4-dimethoxybenzylamine), ClC1=CC=C(C=C1)C=1SC2=C(N1)CCOC2=O (2-(4-chloro-phenyl)-6,7-dihydro-pyrano[4,3-d]thiazol-4-one). Solvent: C(Cl)Cl (CH2Cl2). Conditions: temperature 0 celsius, time 45 minute. Product: COC1=C(CNC(=O)C2=C(N=C(S2)C2=CC=C(C=C2)Cl)CCO)C=CC(=C1)OC (2-(4-Chloro-phenyl)-4-(2-hydroxy-ethyl)-thiazole-5-carboxylic acid 2,4-dimethoxy-benzylamide). Yield: 61.7%. As a reaction SMILES: [CH3:1][O:2][C:3]1[CH:10]=[C:9]([O:11][CH3:12])[CH:8]=[CH:7][C:4]=1[CH2:5][NH2:6].C[Al](C)C.[Cl:17][C:18]1[CH:23]=[CH:22][C:21]([C:24]2[S:25][C:26]3[C:32](=[O:33])[O:31][CH2:30][CH2:29][C:27]=3[N:28]=2)=[CH:20][CH:19]=1>C(Cl)Cl>[CH3:1][O:2][C:3]1[CH:10]=[C:9]([O:11][CH3:12])[CH:8]=[CH:7][C:4]=1[CH2:5][NH:6][C:32]([C:26]1[S:25][C:24]([C:21]2[CH:22]=[CH:23][C:18]([Cl:17])=[CH:19][CH:20]=2)=[N:28][C:27]=1[CH2:29][CH2:30][OH:31])=[O:33]. Reported procedure: Dissolve 2,4-dimethoxybenzylamine (22.4 g, 134.0 mmol) in CH2Cl2 (300 mL) and cool to 0° C. To the above solution, slowly add a solution of trimethylaluminum (110 mL, 220 mmol; 2 M in toluene) over 35 min while keeping the temperature below 10° C. Stir the resulting solution at room temperature for 45 min and then re-cool to 0° C. Add 2-(4-chloro-phenyl)-6,7-dihydro-pyrano[4,3-d]thiazol-4-one (52.2 g, 120.6 mmol), then allow the resulting slurry to warm to room temperature and stir overnight. Co...